Task: describe an organic reaction: reactants, conditions, products, and yield. Dataset: the Open Reaction Database (ORD), a public repository of structured organic reaction records Reactants: CC(=O)O, Cl, O, O=C(CC(c1ccccc1)C1CCCCC1=O)c1ccccc1. Yields the product O=C1C2CCCC1C(c1ccccc1)C=C2c1ccccc1. RXN SMILES: [CH3:24][C:25](=[O:26])[OH:27].[ClH:28].[OH2:29].[c:1]1([CH:7]([CH2:8][C:9]([c:10]2[cH:11][cH:12][cH:13][cH:14][cH:15]2)=[O:16])[CH:17]2[C:18](=[O:23])[CH2:19][CH2:20][CH2:21][CH2:22]2)[cH:2][cH:3][cH:4][cH:5][cH:6]1>>[c:1]1([CH:7]2[CH:8]=[C:9]([c:10]3[cH:11][cH:12][cH:13][cH:14][cH:15]3)[CH:19]3[C:18](=[O:23])[CH:17]2[CH2:22][CH2:21][CH2:20]3)[cH:2][cH:3][cH:4][cH:5][cH:6]1. Starting materials: BrC1=CC(=C(C=C1)NC(CC(=O)OCC)=O)C (ethyl 3-[(4-bromo-2-methylphenyl)amino]-3oxopropanoate), C(CCC)N (n-butylamine). The reagents and catalysts are O (water). The solvent is C(C)O (ethanol). Conditions: time 16 hour. Product: C(CCC)NC(CC(=O)NC1=C(C=C(C=C1)Br)C)=O (N-butyl 3-[(4-bromo-2-methylphenyl)amino]-3- oxopropanamide). Yield: 45.0%. Reaction SMILES: [Br:1][C:2]1[CH:7]=[CH:6][C:5]([NH:8][C:9](=[O:16])[CH2:10][C:11]([O:13]CC)=O)=[C:4]([CH3:17])[CH:3]=1.[CH2:18]([NH2:22])[CH2:19][CH2:20][CH3:21]>O.C(O)C>[CH2:18]([NH:22][C:11](=[O:13])[CH2:10][C:9]([NH:8][C:5]1[CH:6]=[CH:7][C:2]([Br:1])=[CH:3][C:4]=1[CH3:17])=[O:16])[CH2:19][CH2:20][CH3:21]. Procedure details: A mixture of 4.90 grams (0.02 mole) of ethyl 3-[(4-bromo-2-methylphenyl)amino]-3oxopropanoate prepared in Example I (Compound No. 75), 358 grams (4.9 moles) of n-butylamine, 150 milliliters of ethanol and 5 drops of water was stirred at room temperature for about 16 hours. After this period, rotary evaporation gave a crude product as a white solid. The white solid was recrystallized from ethyl acetate-hexane to give 3.08 grams (0.009 mole) of N-butyl 3-[(4-bromo-2-methylphenyl)amino]-3- oxopropa... Reactants: CCc1nn(CC)c2cc(C(=O)N(C)OC)ccc12, C[Mg]Cl, C1CCOC1. Yields the product CCc1nn(CC)c2cc(C(C)=O)ccc12. Reaction SMILES: [CH3:1][O:2][N:3]([C:4](=[O:5])[c:6]1[cH:7][cH:8][c:9]2[c:10]([CH2:17][CH3:18])[n:11][n:12]([CH2:15][CH3:16])[c:13]2[cH:14]1)[CH3:19].[CH3:20][Mg:21][Cl:22].[O:23]1[CH2:24][CH2:25][CH2:26][CH2:27]1>>[C:4](=[O:5])([c:6]1[cH:7][cH:8][c:9]2[c:10]([CH2:17][CH3:18])[n:11][n:12]([CH2:15][CH3:16])[c:13]2[cH:14]1)[CH3:20]. Starting materials: COC1=CC=C2C(=N1)NC(N2C2CCN(CC2)C(=O)OC(C)(C)C)=O (5-Methoxy-2-oxo-1-(1-t-butoxycarbonylpiperidin-4-yl)-2,3-dihydro-1H-imidazo[4,5-b]pyridine), Cl (hydrochloric acid). Run in CO (methanol), CCOCC (ether). Reaction conditions: time 2 hour. Yields the product COC1=CC=C2C(=N1)NC(N2C2CCNCC2)=O (5-Methoxy-2-oxo-1-(4-piperidinyl)-2,3-dihydro-1H-imidazo[4,5-b]pyridine). Yield: 85.6%. Reaction SMILES: [CH3:1][O:2][C:3]1[N:8]=[C:7]2[NH:9][C:10](=[O:25])[N:11]([CH:12]3[CH2:17][CH2:16][N:15](C(OC(C)(C)C)=O)[CH2:14][CH2:13]3)[C:6]2=[CH:5][CH:4]=1.Cl>CO.CCOCC>[CH3:1][O:2][C:3]1[N:8]=[C:7]2[NH:9][C:10](=[O:25])[N:11]([CH:12]3[CH2:17][CH2:16][NH:15][CH2:14][CH2:13]3)[C:6]2=[CH:5][CH:4]=1. Procedure: 5-Methoxy-2-oxo-1-(1-t-butoxycarbonylpiperidin-4-yl)-2,3-dihydro-1H-imidazo[4,5-b]pyridine (100 mg, 0.287 mmol) was dissolved in methanol (2.5 mL) and a solution of 2N hydrochloric acid in ether (3 mL) was added at room temperature. After 2 h, the volatiles were removed in vacuo, to give the title compound (61 mg). MS 249.1 (M+1). Starting materials: CC1CC(NN=C1C1=CC2=C(N=C(O2)C=2SC=CC2)C=C1)=O (5-methyl-6-(2-thiophen-2-yl-benzoxazol-6-yl)-4,5-dihydro-2H-pyridazin-3-one). Solvent: O1CCOCC1 (dioxane). The reagents and catalysts are [O-2].[Mn+4].[O-2] (manganese(IV)oxide). Procedure: 100 mg (321 μmol) 5-methyl-6-(2-thiophen-2-yl-benzoxazol-6-yl)-4,5-dihydro-2H-pyridazin-3-one, 0.08 mg (964 μmol) activated manganese(IV)oxide and 10 ml dioxane are combined and stirred overnight at 120° C. The reaction mixture is filtered through Celite, washed with DCM and EA and the solv. of the filtrate is eliminated i.V. The residue is recrystallised with DMF. Product: CC1=CC(NN=C1C1=CC2=C(N=C(O2)C=2SC=CC2)C=C1)=O (5-methyl-6-(2-thiophen-2-yl-benzoxazol-6-yl)-2H-pyridazin-3-one). Conditions: temperature 120 celsius, time 8 hour. Reaction SMILES: [CH3:1][CH:2]1[C:7]([C:8]2[CH:21]=[CH:20][C:11]3[N:12]=[C:13]([C:15]4[S:16][CH:17]=[CH:18][CH:19]=4)[O:14][C:10]=3[CH:9]=2)=[N:6][NH:5][C:4](=[O:22])[CH2:3]1>[O-2].[Mn+4].[O-2].O1CCOCC1>[CH3:1][C:2]1[C:7]([C:8]2[CH:21]=[CH:20][C:11]3[N:12]=[C:13]([C:15]4[S:16][CH:17]=[CH:18][CH:19]=4)[O:14][C:10]=3[CH:9]=2)=[N:6][NH:5][C:4](=[O:22])[CH:3]=1 |f:1.2.3|. Reaction SMILES: Br[CH2:2][CH2:3][O:4][C:5]1[CH:14]=[CH:13][C:8]([C:9]([O:11][CH3:12])=[O:10])=[CH:7][CH:6]=1.[K].[C:16]1(=[O:26])[NH:20][C:19](=[O:21])[C:18]2=[CH:22][CH:23]=[CH:24][CH:25]=[C:17]12>CN(C)C=O>[CH3:12][O:11][C:9]([C:8]1[CH:13]=[CH:14][C:5]([O:4][CH2:3][CH2:2][N:20]2[C:19](=[O:21])[C:18]3=[CH:22][CH:23]=[CH:24][CH:25]=[C:17]3[C:16]2=[O:26])=[CH:6][CH:7]=1)=[O:10] |^1:14|. Isolated yield 94.0%. Run in CN(C=O)C (N,N-dimethylformamide). Reaction conditions: time 2 hour. Procedure details: Methyl 4-(2-Bromoethoxy)benzoate (126.52 g) and 99.5 g of potassium salt of phthalimide were dissolved in 600 ml of N,N-dimethylformamide and the solution was stirred at 78°-80° C. for 2 hours. The reaction solution was poured over ice water and extracted with chloroform. The chloroform layer was washed with water twice, dried with anhydrous magnesium sulphate, and concentrated in vacuo whereupon the residue was crystallised. Ether was added to the residue and filtered to give crystals in 149.23... Product: COC(=O)C1=CC=C(OCCN2C(C=3C(C2=O)=CC=CC3)=O)C=C1 (N-[2-(4-Methoxycarbonylphenoxy)ethyl]phthalimide). Starting materials: ice water, BrCCOC1=CC=C(C(=O)OC)C=C1 (Methyl 4-(2-Bromoethoxy)benzoate), [K] (potassium), C1(C=2C(C(N1)=O)=CC=CC2)=O (phthalimide). The reactants are O=C1CCC(=O)N1Br, ClCCl, O=c1cc(N2CCOCC2)oc2ccccc12. Yields the product O=c1c(Br)c(N2CCOCC2)oc2ccccc12. Reaction SMILES: [Br:18][N:19]1[C:20](=[O:21])[CH2:22][CH2:23][C:24]1=[O:25].[Cl:26][CH2:27][Cl:28].[O:1]1[CH2:2][CH2:3][N:4]([c:7]2[o:8][c:9]3[c:10]([c:11](=[O:13])[cH:12]2)[cH:14][cH:15][cH:16][cH:17]3)[CH2:5][CH2:6]1>>[O:1]1[CH2:2][CH2:3][N:4]([c:7]2[o:8][c:9]3[c:10]([c:11](=[O:13])[c:12]2[Br:18])[cH:14][cH:15][cH:16][cH:17]3)[CH2:5][CH2:6]1. Reactants: CC(C)(C)OC(=O)NN, ClCCCl, CCOCC, C1CCOC1, CN(C)C=O, O=C(O)c1ccc(F)cc1. The product is CC(C)(C)OC(=O)NNC(=O)c1ccc(F)cc1. RXN SMILES: [C:16]([NH:17][NH2:18])(=[O:19])[O:20][C:21]([CH3:22])([CH3:23])[CH3:24].[CH2:25]([Cl:26])[CH2:27][Cl:28].[CH2:29]([O:30][CH2:31][CH3:32])[CH3:33].[CH2:34]1[O:35][CH2:36][CH2:37][CH2:38]1.[O:11]=[CH:12][N:13]([CH3:14])[CH3:15].[OH:1][C:2](=[O:3])[c:4]1[cH:5][cH:6][c:7]([F:8])[cH:9][cH:10]1>>[C:2](=[O:3])([c:4]1[cH:5][cH:6][c:7]([F:8])[cH:9][cH:10]1)[NH:18][NH:17][C:16](=[O:19])[O:20][C:21]([CH3:22])([CH3:23])[CH3:24].